From a dataset of the Open Reaction Database (ORD), a public repository of structured organic reaction records. describe an organic reaction: reactants, conditions, products, and yield The product is COC(=O)c1cc(OC(F)F)ccc1C. RXN SMILES: [Br-:19].[CH3:20][CH2:21][CH2:22][CH2:23][N+:24]([CH2:25][CH2:26][CH2:27][CH3:28])([CH2:29][CH2:30][CH2:31][CH3:32])[CH2:33][CH2:34][CH2:35][CH3:36].[Cl:1][CH:2]([F:3])[F:4].[Na+:18].[O:37]1[CH2:38][CH2:39][O:40][CH2:41][CH2:42]1.[OH-:17].[OH:5][c:6]1[cH:7][cH:8][c:9]([CH3:16])[c:10]([C:11](=[O:12])[O:13][CH3:14])[cH:15]1>>[CH:2]([F:3])([F:4])[O:5][c:6]1[cH:7][cH:8][c:9]([CH3:16])[c:10]([C:11](=[O:12])[O:13][CH3:14])[cH:15]1. The reactants are [Br-], CCCC[N+](CCCC)(CCCC)CCCC, FC(F)Cl, [Na+], C1COCCO1, [OH-], COC(=O)c1cc(O)ccc1C. Reactants: Cl[SiH](Cl)C([Si](Cl)(Cl)Cl)[SiH](Cl)Cl (bis(dichlorosilyl)trichlorosilylmethane), C1(=CC=CC=C1)C#CC1=CC=CC=C1 (diphenylacetylene), C1(=CC=CC=C1)C#CC1=CC=CC=C1 (diphenylacetylene), Cl[SiH](Cl)C([Si](Cl)(Cl)Cl)[SiH](Cl)Cl (bis(dichlorosilyl)trichlorosilylmethane), H2PtCl6 IPA, H2PtCl6 IPA. Run in C1=CC=CC=C1 (benzene). Product: Cl[Si]1(C([Si](C(C1C1=CC=CC=C1)C1=CC=CC=C1)(Cl)Cl)[Si](Cl)(Cl)Cl)Cl (1,1,3,3-tetrachloro-2-trichlorosilyl-4,5-diphenyl-1,3-disilacyclopentane). The yield is 71.2%. Reaction SMILES: [C:1]1([C:7]#[C:8][C:9]2[CH:14]=[CH:13][CH:12]=[CH:11][CH:10]=2)[CH:6]=[CH:5][CH:4]=[CH:3][CH:2]=1.[Cl:15][SiH:16]([CH:18]([SiH:23]([Cl:25])[Cl:24])[Si:19]([Cl:22])([Cl:21])[Cl:20])[Cl:17]>C1C=CC=CC=1>[Cl:17][Si:16]1([Cl:15])[CH:7]([C:1]2[CH:6]=[CH:5][CH:4]=[CH:3][CH:2]=2)[CH:8]([C:9]2[CH:10]=[CH:11][CH:12]=[CH:13][CH:14]=2)[Si:23]([Cl:24])([Cl:25])[CH:18]1[Si:19]([Cl:22])([Cl:20])[Cl:21]. Procedure: Hydrosilation of diphenylacetylene with bis(dichlorosilyl)trichlorosilylmethane in the presence of H2PtCl6 /IPA. Into the same apparatus as described in Example 1 were placed 0.60 g of diphenylacetylene, 1.06 g of bis(dichlorosilyl)trichlorosilylmethane, 31 μl of 0.1 M H2PtCl6/IPA, and 25 ml of dried benzene forming a mixture. The resulting mixture, with stirring, was refluxed for 5 hours and then the solvent removed at atmospheric pressure. The residue was vacuum distilled at 67 Pa to yield a m... The reactants are BrC1=CC(=C(C(=O)O)C(=C1)F)F (4-Bromo-2,6-difluorobenzoic acid), CC=1C(=NC=C(C1)C)N1CCNCC1 (1-(3,5-dimethylpyridin-2-yl)piperazine), ON1N=NC2=C1C=CC=C2 (1-hydroxybenzotriazole), Cl.C(C)N=C=NCCCN(C)C (1-ethyl-3-(3′-dimethylaminopropyl)carbodiimide hydrochloride). Solvent: CN(C=O)C (N,N-dimethylformamide), [Cl-].[Na+].O (brine). Run at time 8 hour. Yields the product BrC1=CC(=C(C(=C1)F)C(=O)N1CCN(CC1)C1=NC=C(C=C1C)C)F ((4-bromo-2,6-difluorophenyl)[4-(3,5-dimethylpyridin-2-yl)piperazin-1-yl]methanone). Yield: 87.0%. Reaction SMILES: [Br:1][C:2]1[CH:10]=[C:9]([F:11])[C:5]([C:6]([OH:8])=O)=[C:4]([F:12])[CH:3]=1.[CH3:13][C:14]1[C:15]([N:21]2[CH2:26][CH2:25][NH:24][CH2:23][CH2:22]2)=[N:16][CH:17]=[C:18]([CH3:20])[CH:19]=1.ON1C2C=CC=CC=2N=N1.Cl.C(N=C=NCCCN(C)C)C>CN(C)C=O.[Cl-].[Na+].O>[Br:1][C:2]1[CH:3]=[C:4]([F:12])[C:5]([C:6]([N:24]2[CH2:25][CH2:26][N:21]([C:15]3[C:14]([CH3:13])=[CH:19][C:18]([CH3:20])=[CH:17][N:16]=3)[CH2:22][CH2:23]2)=[O:8])=[C:9]([F:11])[CH:10]=1 |f:3.4,6.7.8|. Reported procedure: 4-Bromo-2,6-difluorobenzoic acid (2.875 g) and 1-(3,5-dimethylpyridin-2-yl)piperazine (2.32 g) described in Preparation Example 47 and 1-hydroxybenzotriazole 1hydrate (1.64 g) were dissolve in N,N-dimethylformamide (50 mL), 1-ethyl-3-(3′-dimethylaminopropyl)carbodiimide hydrochloride (2.32 g) was added, and the mixture was stirred at room temperature overnight. To the reaction mixture was added saturated brine, and the mixture was extracted with ethyl acetate. The organic layer was washed with w... Run in CO (methanol), O (water). Procedure details: A solution of 1-hexyl-3-formyl-4-methoxy-6-methyl-2(1H)-quinolinone (Step (2) of Example 1, 10 g) in methanol (80 ml) was cooled in an ice-bath and stirred while adding, in small lots, solid sodium borohydride (0.5 g). After stirring for an additional 5 mins the reaction mixture was carefully diluted with water and extracted with methylene chloride. The extracts are dried and evaporated under reduced pressure. The crude product is chromatographed on silica-gel. Elution with 30% acetone-hexane ga... Reaction SMILES: [CH2:1]([N:7]1[C:16]2[C:11](=[CH:12][C:13]([CH3:17])=[CH:14][CH:15]=2)[C:10]([O:18][CH3:19])=[C:9]([CH:20]=[O:21])[C:8]1=[O:22])[CH2:2][CH2:3][CH2:4][CH2:5][CH3:6].[BH4-].[Na+]>CO.O>[CH2:1]([N:7]1[C:16]2[C:11](=[CH:12][C:13]([CH3:17])=[CH:14][CH:15]=2)[C:10]([O:18][CH3:19])=[C:9]([CH2:20][OH:21])[C:8]1=[O:22])[CH2:2][CH2:3][CH2:4][CH2:5][CH3:6] |f:1.2|. Product: C(CCCCC)N1C(C(=C(C2=CC(=CC=C12)C)OC)CO)=O (1-hexyl-3-hydroxymethyl-4-methoxy-6-methyl-2(1H)-quinolinone). The reactants are C(CCCCC)N1C(C(=C(C2=CC(=CC=C12)C)OC)C=O)=O (1-hexyl-3-formyl-4-methoxy-6-methyl-2(1H)-quinolinone), [BH4-].[Na+] (sodium borohydride).